This data is from the Open Reaction Database (ORD), a public repository of structured organic reaction records. The task is: describe an organic reaction: reactants, conditions, products, and yield Starting materials: [BH3-]C#N, CCC(=O)CC, CO, CC(=O)O, ClCCl, COC(=O)c1ccc(N2C(=O)CCC2(CO)CO)c(N)c1, [Na+]. The product is CCC(CC)Nc1cc(C(=O)OC)ccc1N1C(=O)CCC1(CO)CO. RXN SMILES: [C:28]([BH3-:29])#[N:30].[CH3:22][CH2:23][C:24]([CH2:25][CH3:26])=[O:27].[CH3:32][OH:33].[CH3:37][C:38](=[O:39])[OH:40].[Cl:34][CH2:35][Cl:36].[NH2:1][c:2]1[c:3]([N:12]2[C:13](=[O:21])[CH2:14][CH2:15][C:16]2([CH2:17][OH:18])[CH2:19][OH:20])[cH:4][cH:5][c:6]([C:8](=[O:9])[O:10][CH3:11])[cH:7]1.[Na+:31]>>[NH:1]([c:2]1[c:3]([N:12]2[C:13](=[O:21])[CH2:14][CH2:15][C:16]2([CH2:17][OH:18])[CH2:19][OH:20])[cH:4][cH:5][c:6]([C:8](=[O:9])[O:10][CH3:11])[cH:7]1)[CH:24]([CH2:23][CH3:22])[CH2:25][CH3:26]. Product: CN1C(CN(C(N2C1=NC1=C2C=CC=C1)=O)C)CCN(C1=CC=CC=C1)C (3,4-Dihydro-1,4-dimethyl-2-[2-(methylphenylamino)ethyl]-1H-[1,3,5]triazepino[3,2-a]benzimidazol-5(2H)-one). Reactants: CNC1=CC=CC=C1 (N-methylaniline), ClCCC1CN(C(N2C(=NC3=C2C=CC=C3)N1C)=O)C (2-(2-chloroethyl)-3,4-dihydro-1,4-dimethyl-1H-[1,3,5]triazepino[3,2-a]benzimidazol-5(2H)-one). Reaction SMILES: [CH3:1][NH:2][C:3]1[CH:8]=[CH:7][CH:6]=[CH:5][CH:4]=1.Cl[CH2:10][CH2:11][CH:12]1[N:25]([CH3:26])[C:17]2=[N:18][C:19]3[CH:24]=[CH:23][CH:22]=[CH:21][C:20]=3[N:16]2[C:15](=[O:27])[N:14]([CH3:28])[CH2:13]1>>[CH3:26][N:25]1[C:17]2=[N:18][C:19]3[CH:24]=[CH:23][CH:22]=[CH:21][C:20]=3[N:16]2[C:15](=[O:27])[N:14]([CH3:28])[CH2:13][CH:12]1[CH2:11][CH2:10][N:2]([CH3:1])[C:3]1[CH:8]=[CH:7][CH:6]=[CH:5][CH:4]=1. Run at temperature 60 celsius. Reported procedure: To 15 mL of N-methylaniline was added 3.0 g (0.01 mol) of 2-(2-chloroethyl)-3,4-dihydro-1,4-dimethyl-1H-[1,3,5]triazepino[3,2-a]benzimidazol-5(2H)-one. The reaction was heated at 60° C. for 1.5 hr, then 100° C. for ~48 hr. The N-methylaniline was removed by distillation. The residue was dissolved in 100 mL of CH2Cl2, washed with 2×100 mL of 1N NaOH and dried over Na2SO4. The organic phase was filtered and concentrated by rotary evaporation. The residue was then heated to 100° C., 0.5 mm Hg to re... The reactants are OC1=C(C(C=CC2=CC(=C(C(=C2)OC)OC)OC)=O)C=CC(=C1)I (2′-Hydroxy-4′-iodo-3,4,5-trimethoxy-chalcone), [OH-].[Na+] (sodium hydroxide), OO (hydrogen peroxide). Run in CO (methanol). Conditions: temperature 0 celsius, time 24 hour. The product is OC1=C(OC2=CC(=CC=C2C1=O)I)C1=CC(=C(C(=C1)OC)OC)OC (3-hydroxy-7-iodo-2-(3,4,5-trimethoxyphenyl)-chromen-4-one). As a reaction SMILES: [OH:1][C:2]1[CH:23]=[C:22]([I:24])[CH:21]=[CH:20][C:3]=1[C:4](=[O:19])[CH:5]=[CH:6][C:7]1[CH:12]=[C:11]([O:13][CH3:14])[C:10]([O:15][CH3:16])=[C:9]([O:17][CH3:18])[CH:8]=1.[OH-:25].[Na+].OO>CO>[OH:25][C:5]1[C:4](=[O:19])[C:3]2[C:2](=[CH:23][C:22]([I:24])=[CH:21][CH:20]=2)[O:1][C:6]=1[C:7]1[CH:12]=[C:11]([O:13][CH3:14])[C:10]([O:15][CH3:16])=[C:9]([O:17][CH3:18])[CH:8]=1 |f:1.2|. Procedure details: To a stirring solution of 32 (0.165 g, 0.4 mmol) in methanol (4.4 ml) and 16% aqueous sodium hydroxide solution (0.6 ml, 2.4 mmol, 6.4 egu) at 0° C. was added 15% aqueous hydrogen peroxide (0.6 ml, 2.6 mmol, 7.1 equ) dropwise. The solution was stirred at 0° C. for ten minutes then sealed and placed in a refrigerator for 24 hours. The reaction was then filtered and then collected solid separated between 1N HCl and dichloromethane. The organic layer was then dried (MgSO4) and concentrated to give ...